This data is from the Open Reaction Database (ORD), a public repository of structured organic reaction records. The task is: describe an organic reaction: reactants, conditions, products, and yield The reactants are BrC=1C(=CC=2C(CCC(C2C1)(C)C)(C)C)O (3-bromo-5,6,7,8-tetrahydro-5,5,8,8-tetramethyl-2-naphthol), [H-].[Na+] (sodium hydride), O (water), COCCOCCl (methoxyethoxymethyl chloride). Run in CN(C)C=O (DMF), CN(C)C=O (DMF). The product is COCCOCOC=1C(=CC=2C(CCC(C2C1)(C)C)(C)C)Br (3-Methoxyethoxymethoxy-5,6,7,8-tetrahydro-5,5,8,8-tetramethyl-2-bromonaphthalene). RXN SMILES: [H-].[Na+].[Br:3][C:4]1[C:5]([OH:18])=[CH:6][C:7]2[C:8]([CH3:17])([CH3:16])[CH2:9][CH2:10][C:11]([CH3:15])([CH3:14])[C:12]=2[CH:13]=1.[CH3:19][O:20][CH2:21][CH2:22][O:23][CH2:24]Cl.O>CN(C=O)C>[CH3:19][O:20][CH2:21][CH2:22][O:23][CH2:24][O:18][C:5]1[C:4]([Br:3])=[CH:13][C:12]2[C:11]([CH3:14])([CH3:15])[CH2:10][CH2:9][C:8]([CH3:17])([CH3:16])[C:7]=2[CH:6]=1 |f:0.1|. Reported procedure: 720 mg (24 mmol) of sodium hydride (80% in oil) and 50 ml of DMF are introduced into a three-necked flask under a stream of nitrogen. A solution of 5.7 g (20 mmol) of 3-bromo-5,6,7,8-tetrahydro-5,5,8,8-tetramethyl-2-naphthol dissolved in 75 ml of DMF are added dropwise and the mixture is stirred until the evolution of gas has ceased. 6.8 ml (59.3 mmol) of methoxyethoxymethyl chloride are then added at 0° C. and the mixture is stirred for four hours. The reaction medium is poured into water and e... Starting materials: O (water), C(C1=CC=CC=C1)=O (benzaldehyde), Br (hydrobromic acid), C1(CC1)CN(C(=O)N)C1=CC=C(C=C1)OC (N-cyclopropylmethyl-N-(p-methoxyphenyl) urea). The solvent is C1(=CC=CC=C1)C (toluene). Yields the product C1(CC1)CN1C(NC(C2=CC(=CC=C12)OC)C1=CC=CC=C1)=O (1-cyclopropylmethyl-4-phenyl-6-methoxy-3,4-dihydro-2(1H)-quinazolinone). The yield is 79.8%. Reaction SMILES: [CH:1]1([CH2:4][N:5]([C:9]2[CH:14]=[CH:13][C:12]([O:15][CH3:16])=[CH:11][CH:10]=2)[C:6]([NH2:8])=[O:7])[CH2:3][CH2:2]1.[CH:17](=O)[C:18]1[CH:23]=[CH:22][CH:21]=[CH:20][CH:19]=1.Br.O>C1(C)C=CC=CC=1>[CH:1]1([CH2:4][N:5]2[C:9]3[C:10](=[CH:11][C:12]([O:15][CH3:16])=[CH:13][CH:14]=3)[CH:17]([C:18]3[CH:23]=[CH:22][CH:21]=[CH:20][CH:19]=3)[NH:8][C:6]2=[O:7])[CH2:3][CH2:2]1. Reported procedure: To a suspension of 28.6 g (0.13 mole) of N-cyclopropylmethyl-N-(p-methoxyphenyl) urea in 140 g of toluene were added 13.8 g (0.13 mole) of benzaldehyde and 0.55 g (0.0033 mole) of a 48% hydrobromic acid. The resulting mixture was heated under relux for 10 hours with stirring using a water separator. Thereafter the solvent was removed under reduced pressure and the residue was suspended in a mixture of 80 ml of methanol and 40 g of a 2% hydrochloric acid. The mixture was cooled with ice with stir... Starting materials: CC=1C=CC(=C(C1)CO)N1N=CC=N1 ((5-methyl-2-(2H-1,2,3-triazol-2-yl)phenyl)methanol), S(=O)(Cl)Cl (thionyl chloride). Run in C(Cl)(Cl)Cl (chloroform). Run at time 1 hour. Yields the product ClCC1=C(C=CC(=C1)C)N1N=CC=N1 (2-(2-(chloromethyl)-4-methylphenyl)-2H-1,2,3-triazole). Isolated yield 90.9%. As a reaction SMILES: [CH3:1][C:2]1[CH:3]=[CH:4][C:5]([N:10]2[N:14]=[CH:13][CH:12]=[N:11]2)=[C:6]([CH2:8]O)[CH:7]=1.S(Cl)([Cl:17])=O>C(Cl)(Cl)Cl>[Cl:17][CH2:8][C:6]1[CH:7]=[C:2]([CH3:1])[CH:3]=[CH:4][C:5]=1[N:10]1[N:14]=[CH:13][CH:12]=[N:11]1. Reported procedure: To a stirred solution of (5-methyl-2-(2H-1,2,3-triazol-2-yl)phenyl)methanol (100 mg, 0.53 mmol) in chloroform (3 mL), thionyl chloride (76 mg, 0.63 mmol) was added dropwise at 0° C. and stirred for 1 h. Then the mixture was allowed to warm to rt and stirred overnight. The reaction mixture was concentrated under reduced pressure. Saturated aqueous NaHCO3 solution (5 mL) was added and extracted with ethyl acetate (2×). The combined organic layers were washed with brine and dried over anhydrous Na2... The reactants are CCCCCCCCCCC1(CCCCCCCCCC)c2cc(Br)ccc2-c2ccc(N(c3ccccc3)c3ccccc3)cc21, [Li]CCCC, C1CCOC1, CO, Cl, CN(C)C=O. The product is CCCCCCCCCCC1(CCCCCCCCCC)c2cc(C=O)ccc2-c2ccc(N(c3ccccc3)c3ccccc3)cc21. RXN SMILES: [Br:1][c:2]1[cH:3][cH:4][c:5]2[c:13]([cH:14]1)[C:12]([CH2:15][CH2:16][CH2:17][CH2:18][CH2:19][CH2:20][CH2:21][CH2:22][CH2:23][CH3:24])([CH2:25][CH2:26][CH2:27][CH2:28][CH2:29][CH2:30][CH2:31][CH2:32][CH2:33][CH3:34])[c:11]1[c:6]-2[cH:7][cH:8][c:9]([N:35]([c:36]2[cH:37][cH:38][cH:39][cH:40][cH:41]2)[c:42]2[cH:43][cH:44][cH:45][cH:46][cH:47]2)[cH:10]1.[CH2:48]([Li:49])[CH2:50][CH2:51][CH3:52].[CH2:59]1[O:60][CH2:61][CH2:62][CH2:63]1.[CH3:64][OH:65].[ClH:58].[O:53]=[CH:54][N:55]([CH3:56])[CH3:57]>>[c:2]1([CH:54]=[O:53])[cH:3][cH:4][c:5]2[c:13]([cH:14]1)[C:12]([CH2:15][CH2:16][CH2:17][CH2:18][CH2:19][CH2:20][CH2:21][CH2:22][CH2:23][CH3:24])([CH2:25][CH2:26][CH2:27][CH2:28][CH2:29][CH2:30][CH2:31][CH2:32][CH2:33][CH3:34])[c:11]1[c:6]-2[cH:7][cH:8][c:9]([N:35]([c:36]2[cH:37][cH:38][cH:39][cH:40][cH:41]2)[c:42]2[cH:43][cH:44][cH:45][cH:46][cH:47]2)[cH:10]1. Reactants: CC(C)(C)OC(=O)N1CCC(N)C(F)C1, CC(C)O, CCN(C(C)C)C(C)C, O=[N+]([O-])c1cnc2c(ccn2S(=O)(=O)c2ccccc2)c1Cl. As a reaction SMILES: [C:23]([CH3:24])([CH3:25])([CH3:26])[O:27][C:28](=[O:29])[N:30]1[CH2:31][CH:32]([F:37])[CH:33]([NH2:36])[CH2:34][CH2:35]1.[CH3:47][CH:48]([OH:49])[CH3:50].[CH:38]([N:39]([CH:40]([CH3:41])[CH3:42])[CH2:43][CH3:44])([CH3:45])[CH3:46].[c:1]1([S:7](=[O:8])(=[O:9])[n:10]2[cH:11][cH:12][c:13]3[c:14]2[n:15][cH:16][c:17]([N+:20](=[O:21])[O-:22])[c:18]3[Cl:19])[cH:2][cH:3][cH:4][cH:5][cH:6]1>>[c:1]1([S:7](=[O:8])(=[O:9])[n:10]2[cH:11][cH:12][c:13]3[c:14]2[n:15][cH:16][c:17]([N+:20](=[O:21])[O-:22])[c:18]3[NH:36][CH:33]2[CH:32]([F:37])[CH2:31][N:30]([C:28]([O:27][C:23]([CH3:24])([CH3:25])[CH3:26])=[O:29])[CH2:35][CH2:34]2)[cH:2][cH:3][cH:4][cH:5][cH:6]1. Yields the product CC(C)(C)OC(=O)N1CCC(Nc2c([N+](=O)[O-])cnc3c2ccn3S(=O)(=O)c2ccccc2)C(F)C1. Reactants: FC1=C(C=C(C=C1)[C@@]12N=C(SCC1CCC2)N)OC ((7aS)-7a-(4-fluoro-3-methoxyphenyl)-4,4a,5,6,7,7a-hexahydrocyclopenta[d][1,3]thiazin-2-amine), B(Br)(Br)Br (boron tribromide). Solvent: O (water), C(Cl)Cl (CH2Cl2). Reaction conditions: temperature 0 celsius, time 2 hour. The product is NC=1SCC2[C@@](N1)(CCC2)C=2C=CC(=C(C2)O)F (5-((7aS)-2-Amino-4,4a,5,6,7,7a-hexahydrocyclopenta[d][1,3]thiazin-7a-yl)-2-fluorophenol). Isolated yield 82.1%. As a reaction SMILES: [F:1][C:2]1[CH:7]=[CH:6][C:5]([C@:8]23[CH2:16][CH2:15][CH2:14][CH:13]2[CH2:12][S:11][C:10]([NH2:17])=[N:9]3)=[CH:4][C:3]=1[O:18]C.B(Br)(Br)Br>C(Cl)Cl.O>[NH2:17][C:10]1[S:11][CH2:12][CH:13]2[CH2:14][CH2:15][CH2:16][C@:8]2([C:5]2[CH:6]=[CH:7][C:2]([F:1])=[C:3]([OH:18])[CH:4]=2)[N:9]=1. Procedure details: To a −78° C. solution of (7aS)-7a-(4-fluoro-3-methoxyphenyl)-4,4a,5,6,7,7a-hexahydrocyclopenta[d][1,3]thiazin-2-amine (0.717 g, 2.56 mmol) in CH2Cl2 (15 mL) is added boron tribromide 11.20 g, 7.67 mmol). The reaction is warmed to 0° C. and is stirred for 2 hr. The reaction is diluted with water and the pH is adjusted to 7. The aqueous is extracted three times with EtOAc (some MeOH is added to help dissolve some solids during the extraction). The organic layer is dried over Na2SO4 and the solvent... The reactants are O=C1CCC(=O)N1Br, CN1C2CCCC1CN(c1cccnc1)C2, CC#N. The product is CN1C2CCCC1CN(c1ccc(Br)nc1)C2. RXN SMILES: [Br:17][N:18]1[C:19](=[O:20])[CH2:21][CH2:22][C:23]1=[O:24].[CH3:1][N:2]1[CH:3]2[CH2:4][N:5]([c:11]3[cH:12][n:13][cH:14][cH:15][cH:16]3)[CH2:6][CH:7]1[CH2:8][CH2:9][CH2:10]2.[CH3:25][C:26]#[N:27]>>[CH3:1][N:2]1[CH:3]2[CH2:4][N:5]([c:11]3[cH:12][n:13][c:14]([Br:17])[cH:15][cH:16]3)[CH2:6][CH:7]1[CH2:8][CH2:9][CH2:10]2.